Dataset: the Open Reaction Database (ORD), a public repository of structured organic reaction records. Task: describe an organic reaction: reactants, conditions, products, and yield Starting materials: acid chloride, ClC=1C=C(C=CC1S(=O)(=O)C)C(C(=O)O)C[C@H]1CC(CC1)(F)F (2-(3-chloro-4-methanesulfonyl-phenyl)-3-((S)-3,3-difluoro-cyclopentyl)-propionic acid), C(C(=O)Cl)(=O)Cl (oxalyl chloride), NC1=NN(C=C1)CC(C)(O)C (1-(3-amino-pyrazol-1-yl)-2-methyl-propan-2-ol), N1=C(C=CC=C1C)C (2,6-lutidine). The reagents and catalysts are CN(C=O)C (N,N-dimethylformamide). The solvent is C(Cl)Cl (methylene chloride), C(Cl)Cl (methylene chloride), C(Cl)Cl (methylene chloride), C(Cl)Cl (methylene chloride), C(Cl)Cl (methylene chloride). Run at temperature 0 celsius, time 15 minute. The product is ClC=1C=C(C=CC1S(=O)(=O)C)C(C(=O)NC1=NN(C=C1)CC(C)(C)O)C[C@H]1CC(CC1)(F)F (2-(3-chloro-4-methanesulfonyl-phenyl)-3-((S)-3,3-difluoro-cyclopentyl)-N-[1-(2-hydroxy-2-methyl-propyl)-1H-pyrazol-3-yl]-propionamide). As a reaction SMILES: [Cl:1][C:2]1[CH:3]=[C:4]([CH:12]([CH2:16][C@@H:17]2[CH2:21][CH2:20][C:19]([F:23])([F:22])[CH2:18]2)[C:13]([OH:15])=O)[CH:5]=[CH:6][C:7]=1[S:8]([CH3:11])(=[O:10])=[O:9].C(Cl)(=O)C(Cl)=O.[NH2:30][C:31]1[CH:35]=[CH:34][N:33]([CH2:36][C:37]([CH3:40])([OH:39])[CH3:38])[N:32]=1.N1C(C)=CC=CC=1C>C(Cl)Cl.CN(C)C=O>[Cl:1][C:2]1[CH:3]=[C:4]([CH:12]([CH2:16][C@@H:17]2[CH2:21][CH2:20][C:19]([F:22])([F:23])[CH2:18]2)[C:13]([NH:30][C:31]2[CH:35]=[CH:34][N:33]([CH2:36][C:37]([OH:39])([CH3:38])[CH3:40])[N:32]=2)=[O:15])[CH:5]=[CH:6][C:7]=1[S:8]([CH3:11])(=[O:10])=[O:9]. Procedure: A solution of 2-(3-chloro-4-methanesulfonyl-phenyl)-3-((S)-3,3-difluoro-cyclopentyl)-propionic acid (210 mg, 0.57 mmol) was dissolved in methylene chloride (10 mL) and N,N-dimethylformamide (one drop) and cooled to 0° C. To this solution was added dropwise a solution of oxalyl chloride in methylene chloride (2 M solution, 329 μL, 0.66 mmol) which produced gas evolution and was stirred at 0° C. for 15 min and then warmed to 25° C. and stirred for 1 h. After this time, the reaction was concentrate... Reactants: N(=O)[O-].[Na+] (sodium nitrite), COC(CNC1=CC(=CC=C1)Br)=O (N-(3-bromophenyl)glycine methyl ester), C(C)(=O)OCC (ethyl acetate), CO (methanol). Reagents/catalysts: [Zn] (Zinc). Run in O (water), C(C)(=O)O (acetic acid). Conditions: time 1 hour. Product: BrC=1C=C(C=CC1)N(N)CC(=O)OC (Methyl [1-(3-bromophenyl)hydrazino]acetate). Yield: 25.2%. RXN SMILES: [N:1]([O-])=O.[Na+].[CH3:5][O:6][C:7](=[O:17])[CH2:8][NH:9][C:10]1[CH:15]=[CH:14][CH:13]=[C:12]([Br:16])[CH:11]=1.CO.C(OCC)(=O)C>O.C(O)(=O)C.[Zn]>[Br:16][C:12]1[CH:11]=[C:10]([N:9]([CH2:8][C:7]([O:6][CH3:5])=[O:17])[NH2:1])[CH:15]=[CH:14][CH:13]=1 |f:0.1|. Reported procedure: A solution of sodium nitrite (30 g) in water (200 ml) was added dropwise to a solution of N-(3-bromophenyl)glycine methyl ester (94 g) in aqueous acetic acid (850 ml) at 0°. After 1 h, methanol (200 ml) was added and the mixture was cooled to -10°. Zinc dust (351 g) was added portionwise over 2 h during which time the temperature was maintained at -10° to 0°. The mixture was then allowed to warm to room temperature, poured into ethyl acetate (1000 ml) and filtered. The filtrate was poured into w... Starting materials: BrCC (Bromoethane), C(=O)([O-])[O-].[K+].[K+] (K2CO3), C(C)NC([O-])=O.OC=1C(=CC=2C(C3C(CNC3)C2C1)C)Cl (N-ethylcarbamate 5-hydroxy-6-chloro-8-methyl-1,2,3,3a,8,8a-hexahydroindeno[1,2-c]pyrrole). The solvent is CC#N (CH3CN), O (H2O), C(Cl)Cl (CH2Cl2). Conditions: temperature 70 celsius, time 8 hour. Product: C(C)NC([O-])=O.C(C)OC=1C(=CC=2C(C3C(CNC3)C2C1)C)Cl (N-Ethylcarbamate 5-ethoxy-6-chloro-8-methyl-1,2,3,3a,8,8a-hexahydroindeno[1,2-c]pyrrole). Reaction SMILES: Br[CH2:2][CH3:3].C([O-])([O-])=O.[K+].[K+].[CH2:10]([NH:12][C:13](=[O:15])[O-:14])[CH3:11].[OH:16][C:17]1[C:18]([Cl:30])=[CH:19][C:20]2[CH:21]([CH3:29])[CH:22]3[CH2:26][NH:25][CH2:24][CH:23]3[C:27]=2[CH:28]=1>CC#N.O.C(Cl)Cl>[CH2:10]([NH:12][C:13](=[O:14])[O-:15])[CH3:11].[CH2:2]([O:16][C:17]1[C:18]([Cl:30])=[CH:19][C:20]2[CH:21]([CH3:29])[CH:22]3[CH2:26][NH:25][CH2:24][CH:23]3[C:27]=2[CH:28]=1)[CH3:3] |f:1.2.3,4.5,9.10|. Procedure: Bromoethane (17 mL, 0.23 mmol) and K2CO3 (105 mg, 0.75 mmol) were added to a solution of N-ethylcarbamate-5-hydroxy-6-chloro-8-methyl-1,2,3,3a,8,8a-hexahydroindeno[1,2-c]pyrrole (44 mg, 0.15 mmol) in CH3CN (1.5 mL). The reaction was stirred overnight at 70° C., diluted with H2O and CH2Cl2, and filtered through an Extrelut column. The column was washed with CH2Cl2 and the filtrate was concentrated. The crude product was obtained without further purification. MS calculated for C17H22ClNO3+H: 324, ... The reactants are C(C)(C)(C)OC(=O)N1CCC(CC1)OC1=CC(=C(CBr)C=C1)C(F)(F)F (4-(N-tert-butyloxycarbonyl-4-piperidinyloxy)-2-trifluoromethylbenzyl bromide), [C-]#N.[Na+] (NaCN). Run at time 14 hour. Procedure details: To a stirred solution of 4-(N-tert-butyloxy-carbonyl-4-piperidinyloxy)-2-trifluoromethylbenzyl bromide (0.37 g, 0.87 mmol) from Step 4 above in DMF (4 mL) was added NaCN (0.064 g, 1.3 mmol). The mixture was stirred at ambient temperature for 14 h. The solvent was removed under reduced pressure and the residue was partitioned between EtOAc (50 mL) and saturated aqueous NaHCO3 (2×25 mL). The organic phase was dried (MgSO4), filtered, and the solvent was removed under reduced pressure to give 4-(N-... The product is C(C)(C)(C)OC(=O)N1CCC(CC1)OC1=CC(=C(C=C1)CC#N)C(F)(F)F (4-(N-tert-butyloxycarbonyl-4-piperidinyloxy)-2-trifluoromethylphenylacetonitrile). RXN SMILES: [C:1]([O:5][C:6]([N:8]1[CH2:13][CH2:12][CH:11]([O:14][C:15]2[CH:22]=[CH:21][C:18]([CH2:19]Br)=[C:17]([C:23]([F:26])([F:25])[F:24])[CH:16]=2)[CH2:10][CH2:9]1)=[O:7])([CH3:4])([CH3:3])[CH3:2].[C-:27]#[N:28].[Na+]>CN(C=O)C>[C:1]([O:5][C:6]([N:8]1[CH2:13][CH2:12][CH:11]([O:14][C:15]2[CH:22]=[CH:21][C:18]([CH2:19][C:27]#[N:28])=[C:17]([C:23]([F:26])([F:25])[F:24])[CH:16]=2)[CH2:10][CH2:9]1)=[O:7])([CH3:4])([CH3:3])[CH3:2] |f:1.2|. Run in CN(C)C=O (DMF). The reactants are C([O-])([O-])=O.[K+].[K+] (Potassium carbonate), ClC1=C(C#N)C=C(C(=N1)Cl)F (2,6-dichloro-5-fluoronicotinonitrile), N[C@H]1[C@H](CCCC1)NC(OC(C)(C)C)=O (tert-butyl ((1S,2R)-2-aminocyclohexyl)carbamate). The solvent is C1CCOC1 (THF). Conditions: temperature 60 celsius, time 10 hour. Product: ClC1=C(C=C(C(=N1)N[C@H]1[C@H](CCCC1)NC(OC(C)(C)C)=O)F)C#N (tert-butyl ((1S,2R)-2-((6-chloro-5-cyano-3-fluoropyridin-2-yl)amino)cyclohexyl)carbamate). The yield is 59.8%. Reaction SMILES: C(=O)([O-])[O-].[K+].[K+].[Cl:7][C:8]1[N:15]=[C:14](Cl)[C:13]([F:17])=[CH:12][C:9]=1[C:10]#[N:11].[NH2:18][C@@H:19]1[CH2:24][CH2:23][CH2:22][CH2:21][C@@H:20]1[NH:25][C:26](=[O:32])[O:27][C:28]([CH3:31])([CH3:30])[CH3:29]>C1COCC1>[Cl:7][C:8]1[N:15]=[C:14]([NH:18][C@@H:19]2[CH2:24][CH2:23][CH2:22][CH2:21][C@@H:20]2[NH:25][C:26](=[O:32])[O:27][C:28]([CH3:30])([CH3:29])[CH3:31])[C:13]([F:17])=[CH:12][C:9]=1[C:10]#[N:11] |f:0.1.2|. Procedure details: Potassium carbonate (3.62 g) and 2,6-dichloro-5-fluoronicotinonitrile (5.00 g) were added to a THF (50 ml) solution containing tert-butyl ((1S,2R)-2-aminocyclohexyl)carbamate (5.61 g), followed by reflux at 60° C. for 8 hours. Then, the solvent was distilled away at 70° C. 1,4-dioxane (100 ml) was added to the resulting solution, followed by stirring at 100° C. for 10 hours. The reaction solution was adjusted to room temperature. Ethyl acetate and 2M hydrochloric acid were added to the reaction ... Starting materials: ClC1=C(C=C(C=C1)C1(C(CN(CC1)C([C@@H](C(C)C)NC(OC(C)(C)C)=O)=O)(C)C)O)OC (tert-Butyl (2R)-1-(4-(4-chloro-3-methoxyphenyl)-4-hydroxy-3,3-dimethylpiperidin-1-yl)-3-methyl-1-oxobutan-2-ylcarbamate), Cl (HCl). Solvent: O1CCOCC1 (dioxane). Reaction conditions: time 60 minute. The product is Cl.N[C@@H](C(=O)N1CC(C(CC1)(O)C1=CC(=C(C=C1)Cl)OC)(C)C)C(C)C ((2R)-2-amino-1-(4-(4-chloro-3-methoxyphenyl)-4-hydroxy-3,3-dimethylpiperidin-1-yl)-3-methylbutan-1-one hydrochloride). As a reaction SMILES: [Cl:1][C:2]1[CH:7]=[CH:6][C:5]([C:8]2([OH:30])[CH2:13][CH2:12][N:11]([C:14](=[O:27])[C@H:15]([NH:19]C(=O)OC(C)(C)C)[CH:16]([CH3:18])[CH3:17])[CH2:10][C:9]2([CH3:29])[CH3:28])=[CH:4][C:3]=1[O:31][CH3:32].Cl>O1CCOCC1>[ClH:1].[NH2:19][C@H:15]([CH:16]([CH3:18])[CH3:17])[C:14]([N:11]1[CH2:12][CH2:13][C:8]([C:5]2[CH:6]=[CH:7][C:2]([Cl:1])=[C:3]([O:31][CH3:32])[CH:4]=2)([OH:30])[C:9]([CH3:28])([CH3:29])[CH2:10]1)=[O:27] |f:3.4|. Procedure details: tert-Butyl (2R)-1-(4-(4-chloro-3-methoxyphenyl)-4-hydroxy-3,3-dimethylpiperidin-1-yl)-3-methyl-1-oxobutan-2-ylcarbamate (153 mg, 0.33 mmol) was added 4N HCl in dioxane (2 mL) and stirred for 60 min. The solvents were removed in vacuo and the resulting solids were dried azeotropically with toluene and then further dried under high vacuum to afford (2R)-2-amino-1-(4-(4-chloro-3-methoxyphenyl)-4-hydroxy-3,3-dimethylpiperidin-1-yl)-3-methylbutan-1-one hydrochloride as a white solid. Reactants: CCOCC.CCCCCC (ether hexane), BrBr (bromine), C(C)(=O)C=1SC(=CC1)Cl (2-acetyl-5-chlorothiophene). Run in O (water), C(Cl)(Cl)Cl (chloroform), C(Cl)(Cl)Cl (chloroform). Run at time 2 hour. Yields the product BrCC(=O)C=1SC(=CC1)Cl (2-Bromo-1-(5-Chloro-2-Thienyl)Ethanone). Isolated yield 43.2%. Reaction SMILES: [Br:1]Br.[C:3]([C:6]1[S:7][C:8]([Cl:11])=[CH:9][CH:10]=1)(=[O:5])[CH3:4].CCOCC.CCCCCC>C(Cl)(Cl)Cl.O>[Br:1][CH2:4][C:3]([C:6]1[S:7][C:8]([Cl:11])=[CH:9][CH:10]=1)=[O:5] |f:2.3|. Reported procedure: A solution of bromine (18.90 g, 118 mmol) in chloroform is added to a solution of 2-acetyl-5-chlorothiophene (19.00 g, 118 mmol) in chloroform at 40°-45° C. The reaction mixture is stirred at room temperature for two hours and diluted with water. The organic layer is separated, dried over MgSO4 and concentrated in vacuo to give a solid. The solid is slurried in an ether/hexane solution, filtered and dried to give the title product as a solid (12.20 g, mp 68°-70° C.).